This data is from the Open Reaction Database (ORD), a public repository of structured organic reaction records. The task is: describe an organic reaction: reactants, conditions, products, and yield Starting materials: ClC1=C(C=CC=C1)C1=C(N=C(O1)I)C1=NN=CN1COCC[Si](C)(C)C (3-[5-(2-chlorophenyl)-2-iodo-1,3-oxazol-4-yl]-4-{[2-(trimethylsilyl)-ethoxy]methyl}-4H-1,2,4-triazole), CC=1C(=CC(=NC1)NC(C)=O)B1OC(C(O1)(C)C)(C)C (N-[5-methyl-4-(4,4,5,5-tetramethyl-1,3,2-dioxaborolan-2-yl)pyridin-2-yl]acetamide), C([O-])([O-])=O.[Cs+].[Cs+] (cesium carbonate). Reagents/catalysts: C=1C=CC(=CC1)[P](C=2C=CC=CC2)(C=3C=CC=CC3)[Pd]([P](C=4C=CC=CC4)(C=5C=CC=CC5)C=6C=CC=CC6)([P](C=7C=CC=CC7)(C=8C=CC=CC8)C=9C=CC=CC9)[P](C=1C=CC=CC1)(C=1C=CC=CC1)C=1C=CC=CC1 (tetrakis(triphenylphosphine)palladium(0)). Run in O1CCOCC1 (dioxane), O (water). The product is ClC1=C(C=CC=C1)C1=C(N=C(O1)C1=CC(=NC=C1C)NC(C)=O)C1=NN=CN1COCC[Si](C)(C)C (N-{4-[5-(2-chlorophenyl)-4-(4-{[2-(trimethylsilyl)ethoxy]methyl}-4H-1,2,4-triazol-3-yl)-1,3-oxazol-2-yl]-5-methylpyridin-2-yl}acetamide). Isolated yield 80.6%. As a reaction SMILES: [Cl:1][C:2]1[CH:7]=[CH:6][CH:5]=[CH:4][C:3]=1[C:8]1[O:12][C:11](I)=[N:10][C:9]=1[C:14]1[N:18]([CH2:19][O:20][CH2:21][CH2:22][Si:23]([CH3:26])([CH3:25])[CH3:24])[CH:17]=[N:16][N:15]=1.[CH3:27][C:28]1[C:29](B2OC(C)(C)C(C)(C)O2)=[CH:30][C:31]([NH:34][C:35](=[O:37])[CH3:36])=[N:32][CH:33]=1.C(=O)([O-])[O-].[Cs+].[Cs+]>O1CCOCC1.O.C1C=CC([P]([Pd]([P](C2C=CC=CC=2)(C2C=CC=CC=2)C2C=CC=CC=2)([P](C2C=CC=CC=2)(C2C=CC=CC=2)C2C=CC=CC=2)[P](C2C=CC=CC=2)(C2C=CC=CC=2)C2C=CC=CC=2)(C2C=CC=CC=2)C2C=CC=CC=2)=CC=1>[Cl:1][C:2]1[CH:7]=[CH:6][CH:5]=[CH:4][C:3]=1[C:8]1[O:12][C:11]([C:29]2[C:28]([CH3:27])=[CH:33][N:32]=[C:31]([NH:34][C:35](=[O:37])[CH3:36])[CH:30]=2)=[N:10][C:9]=1[C:14]1[N:18]([CH2:19][O:20][CH2:21][CH2:22][Si:23]([CH3:26])([CH3:25])[CH3:24])[CH:17]=[N:16][N:15]=1 |f:2.3.4,^1:63,65,84,103|. Procedure details: A mixture of 3-[5-(2-chlorophenyl)-2-iodo-1,3-oxazol-4-yl]-4-{[2-(trimethylsilyl)-ethoxy]methyl}-4H-1,2,4-triazole (0.39 g, 0.78 mmol), N-[5-methyl-4-(4,4,5,5-tetramethyl-1,3,2-dioxaborolan-2-yl)pyridin-2-yl]acetamide (0.36 g, 1.32 mmol), tetrakis(triphenylphosphine)palladium(0) (0.18 g, 0.16 mmol) and cesium carbonate (1.64 g, 5.04 mmol) in dioxane (13 mL) and water (1.8 mL) was subjected to microwave irradiation at 150° C. for 60 min. The reaction mixture was concentrated and the residue was p... Reactants: ClC1=NC=C(C=C1)C(Cl)(Cl)Cl (2-chloro-5-trichloromethylpyridine), ClC1=NC=C(C=C1)C(Cl)(Cl)Cl (2-chloro-5-trichloromethylpyridine), ClC1=NC=C(C=C1)C(Cl)(Cl)Cl (2-chloro-5-trichloromethylpyridine). Reagents/catalysts: [Zn] (zinc). The product is ClC1=NC=C(C=C1)CCl (2-chloro-5-chloromethylpyridine). Reaction SMILES: [Cl:1][C:2]1[CH:7]=[CH:6][C:5]([C:8](Cl)(Cl)[Cl:9])=[CH:4][N:3]=1>[Zn]>[Cl:1][C:2]1[CH:7]=[CH:6][C:5]([CH2:8][Cl:9])=[CH:4][N:3]=1. Procedure details: The method according to claim 1, wherein 2-chloro-5-trichloromethylpyridine is reduced at a reaction temperature of from -20° C. to +100° C. with from 2 to 15 equivalents of the proton donor and from 2 to 15 equivalents of zinc, relative to 1 mol of 2-chloro-5-trichloromethylpyridine and from 0.5 to 50 parts by weight of the solvent, relative to 1 mol of 2-chloro-5-trichloromethylpyridine, to obtain 2-chloro-5-chloromethylpyridine. The reactants are BrC=1C=C(C=C(C1)[N+](=O)[O-])[N+](=O)[O-] (3-bromo 1,5-dinitrobenzene), C1(=CC=CC=C1)C (toluene), C(=O)([O-])[O-].[Cs+].[Cs+] (Cs2CO3), B1(OC(=O)CN(CC(=O)O1)C)C2CC2 (cyclopropylboronic acid MIDA ester), Pd (OAc)2. Solvent: O (water). Product: C1(CC1)C1=CC(=CC(=C1)[N+](=O)[O-])[N+](=O)[O-] (1-Cyclopropyl 3,5-dinitrobenzene). Yield: 64.0%. Reaction SMILES: Br[C:2]1[CH:3]=[C:4]([N+:11]([O-:13])=[O:12])[CH:5]=[C:6]([N+:8]([O-:10])=[O:9])[CH:7]=1.[C:14]1([CH3:20])C=CC=C[CH:15]=1.C([O-])([O-])=O.[Cs+].[Cs+].B1(C2CC2)OC(=O)CN(C)CC(=O)O1>O>[CH:20]1([C:2]2[CH:3]=[C:4]([N+:11]([O-:13])=[O:12])[CH:5]=[C:6]([N+:8]([O-:10])=[O:9])[CH:7]=2)[CH2:14][CH2:15]1 |f:2.3.4|. Reported procedure: In a 250 mL round bottom flask to a solution of 3-bromo 1,5-dinitrobenzene (2.1 g, 8.50 mmol) in toluene (90 mL) tricyclohexylphosphine (0.72 g, 2.55 mmol), Cs2CO3 (16.58 g, 51 mmol), cyclopropylboronic acid MIDA ester (2.35 g, 11.90 mmol) and 10 ml de-ionized water were added and the solution was degassed with nitrogen for 30 minutes. To the above solution Pd (OAc)2 (0.29 g, 1.28 mmol) was added under nitrogen and the reaction mixture was refluxed for 12 hours. LC MS analysis of the crude react... Yields the product ClC1=C(C(=O)N2CCN(CC2)C(CNC(C2=CC=C(C=C2)OC2=CC=CC=C2)=O)=O)C=CC(=C1)Cl (N-{2-[4-(2,4-Dichloro-benzoyl)-piperazin-1-yl]-2-oxo-ethyl}-4-phenoxy-benzamide). Run in O (Water), CN(C)C=O (DMF). Reactants: Cl.O=C(CNC(C1=CC=C(C=C1)OC1=CC=CC=C1)=O)N1CCNCC1 (N-(2-Oxo-2-piperazin-1-yl-ethyl)-4-phenoxy-benzamide hydrochloride), CCN(C(C)C)C(C)C (DIPEA), ClC1=C(C(=O)O)C=CC(=C1)Cl (2,4-dichlorobenzoic acid), CCN=C=NCCCN(C)C (EDCI), C=1C=CC2=C(C1)N=NN2O (HOBT). Conditions: time 10 minute. Isolated yield 64.0%. RXN SMILES: CCN(C(C)C)C(C)C.[Cl:10][C:11]1[CH:19]=[C:18]([Cl:20])[CH:17]=[CH:16][C:12]=1[C:13]([OH:15])=O.CCN=C=NCCCN(C)C.C1C=CC2N(O)N=NC=2C=1.Cl.[O:43]=[C:44]([N:62]1[CH2:67][CH2:66][NH:65][CH2:64][CH2:63]1)[CH2:45][NH:46][C:47](=[O:61])[C:48]1[CH:53]=[CH:52][C:51]([O:54][C:55]2[CH:60]=[CH:59][CH:58]=[CH:57][CH:56]=2)=[CH:50][CH:49]=1>CN(C=O)C.O>[Cl:10][C:11]1[CH:19]=[C:18]([Cl:20])[CH:17]=[CH:16][C:12]=1[C:13]([N:65]1[CH2:66][CH2:67][N:62]([C:44](=[O:43])[CH2:45][NH:46][C:47](=[O:61])[C:48]2[CH:49]=[CH:50][C:51]([O:54][C:55]3[CH:56]=[CH:57][CH:58]=[CH:59][CH:60]=3)=[CH:52][CH:53]=2)[CH2:63][CH2:64]1)=[O:15] |f:4.5|. Procedure details: DIPEA (0.11 mL, 0.64 mmol) was added drop wise to 2,4-dichlorobenzoic acid (48 mg, 0.26 mmol) in DMF (5 mL). EDCI (102 mg, 0.53 mmol) and HOBT (34 mg, 0.26 mmol) were added consecutively. After 10 mins, N-(2-Oxo-2-piperazin-1-yl-ethyl)-4-phenoxy-benzamide hydrochloride (80 mg, 0.21 mmol) was added and the resulting mixture was stirred at room temperature overnight. Water was then added, and the product was extracted with EtOAc. The organic layer was washed with brine, dried over Na2SO4 and conce... The reactants are CC1(OC(CC(O1)=O)=O)C (2,2-Dimethyl-1,3-dioxane-4,6-dione), COC(OC)OC (trimethylorthoformate). The product is COC=C1C(OC(OC1=O)(C)C)=O (5-(methoxymethylene)-2,2-dimethyl-1,3-dioxane-4,6-dione). RXN SMILES: [CH3:1][C:2]1([CH3:10])[O:7][C:6](=[O:8])[CH2:5][C:4](=[O:9])[O:3]1.[CH3:11][O:12][CH:13](OC)OC>>[CH3:11][O:12][CH:13]=[C:5]1[C:6](=[O:8])[O:7][C:2]([CH3:10])([CH3:1])[O:3][C:4]1=[O:9]. Reported procedure: 2,2-Dimethyl-1,3-dioxane-4,6-dione (100 g) was heated in trimethylorthoformate (500 ml) at 100° C. for 2 h. The solution was evaporated under reduced pressure to give an oil. The oil was triturated with 1:1 isohexane/diethyl ether (400 ml) and the solid was filtrated and dried in vacuo to give the sub-title compound (99.8 g). Reactants: 3, Cl (HCl), C[O-].[Na+] (sodium methoxide), ClS(=O)(=O)O (Chlorosulfonic acid), CC(CCCCCCO)CCCCCCCCCC (7-Methylheptadecanol). The solvent is C(Cl)(Cl)Cl (chloroform). Run at temperature 27.5 celsius, time 1 hour. Yields the product S(=O)(=O)(OCCCCCCC(CCCCCCCCCC)C)[O-].[Na+] (Sodium 7-methylheptadecyl Sulfate). RXN SMILES: [CH3:1][CH:2]([CH2:10][CH2:11][CH2:12][CH2:13][CH2:14][CH2:15][CH2:16][CH2:17][CH2:18][CH3:19])[CH2:3][CH2:4][CH2:5][CH2:6][CH2:7][CH2:8][OH:9].Cl[S:21]([OH:24])(=[O:23])=[O:22].Cl.C[O-].[Na+:28]>C(Cl)(Cl)Cl>[S:21]([O-:24])([O:9][CH2:8][CH2:7][CH2:6][CH2:5][CH2:4][CH2:3][CH:2]([CH3:1])[CH2:10][CH2:11][CH2:12][CH2:13][CH2:14][CH2:15][CH2:16][CH2:17][CH2:18][CH3:19])(=[O:23])=[O:22].[Na+:28] |f:3.4,6.7|. Reported procedure: Into a dried 1 L 3 neck round bottom flask fitted with a nitrogen inlet, dropping funnel, thermometer, mechanical stirring and nitrogen outlet is added chloroform (300 ml) and 7-Methylheptadecanol (102 g, 0.378 mol), prepared as an intermediate in Example III. Chlorosulfonic acid (46.7 g, 0.40 mol) is slowly added to the stirred mixture while maintaining 25-30° C. temperature with a ice bath. Once HCl evolution has stopped (1 hr.) slowly add sodium methoxide (25% in methanol) while keeping tempe... Reactants: CC(=O)O (HOAc), N[C@@H]1[C@@H](CCCC1(F)F)NC=1N=C(C(=NC1)C#N)NC1=CC=CC=C1 (5-((1R,2R)-2-amino-3,3-difluorocyclohexylamino)-3-(phenylamino)pyrazine-2-carbonitrile), [OH-].[Na+] (NaOH), OO (H2O2). Solvent: CCO (EtOH), CS(=O)C (DMSO). Conditions: time 30 minute. Product: N[C@@H]1[C@@H](CCCC1(F)F)NC=1N=C(C(=NC1)C(=O)N)NC1=CC=CC=C1 (5-((1R,2R)-2-amino-3,3-difluorocyclohexylamino)-3-(phenylamino)pyrazine-2-carboxamide). RXN SMILES: [NH2:1][C@H:2]1[C:7]([F:9])([F:8])[CH2:6][CH2:5][CH2:4][C@H:3]1[NH:10][C:11]1[N:12]=[C:13]([NH:19][C:20]2[CH:25]=[CH:24][CH:23]=[CH:22][CH:21]=2)[C:14]([C:17]#[N:18])=[N:15][CH:16]=1.[OH-].[Na+].OO.CC(O)=[O:32]>CCO.CS(C)=O>[NH2:1][C@H:2]1[C:7]([F:8])([F:9])[CH2:6][CH2:5][CH2:4][C@H:3]1[NH:10][C:11]1[N:12]=[C:13]([NH:19][C:20]2[CH:25]=[CH:24][CH:23]=[CH:22][CH:21]=2)[C:14]([C:17]([NH2:18])=[O:32])=[N:15][CH:16]=1 |f:1.2|. Reported procedure: The compound 5-((1R,2R)-2-amino-3,3-difluorocyclohexylamino)-3-(phenylamino)pyrazine-2-carbonitrile (47 mg, 0.136 mmol) was dissolved in EtOH (2 mL) and DMSO (1 mL), aq. 1N NaOH (1.0 mL) and aq. H2O2 (30%, 1.0 mL) were added. The mixture was stirred at room temperature for 30 min. HOAc (0.5 mL) was added. The mixture was then concentrated in vacuo. The residue was purified by HPLC to give the titled compound (31 mg). MS 363.3 (M+H); UV 203.6, 248.7, 301.5 nm; t 0.477 min. Starting materials: disubstituted aniline, ClC1=NC=C(C(=O)Cl)C=C1 (6-chloronicotinoyl chloride), C1CCC2=NCCCN2CC1 (DBU). Run in CN(C)C=O (DMF), CCOC(=O)C (EtOAc). Run at temperature 65 celsius. Product: ClC1=NC=C(C(=O)N)C=C1 (6-chloronicotinamide). Yield: 107.0%. Reaction SMILES: [Cl:1][C:2]1[CH:10]=[CH:9][C:5]([C:6](Cl)=[O:7])=[CH:4][N:3]=1.C1CCN2C(=[N:15]CCC2)CC1>CN(C=O)C.CCOC(C)=O>[Cl:1][C:2]1[CH:10]=[CH:9][C:5]([C:6]([NH2:15])=[O:7])=[CH:4][N:3]=1. Procedure: A solution of 4-fluoroaniline (1.00 ml, 10 mmol) and diisopropylethylamine (1.74 mL, 10 mmol) in anhydrous DMF (10 mL) was warmed to 60° C., then a solution of tert-butyl bromoacetate (1.47 mL, 10 mmol) in anhydrous DMF (10 ml) was added drop-wise over 1 hour. After addition, the reaction mixture was kept at 60° C. for 4 hours. The reaction mixture was then concentrated by rotary evaporation, then partitioned between EtOAc and water. The organic layer was washed with water, then evaporated to yi... The reactants are CSC(=NC#N)SC, C#CCN, NCCCSCc1nccs1. Product: C#CCNC(=NCCCSCc1nccs1)NC#N. As a reaction SMILES: [C:12](#[N:13])[N:14]=[C:15]([S:16][CH3:17])[S:18][CH3:19].[CH2:20]([C:21]#[CH:22])[NH2:23].[s:1]1[c:2]([CH2:6][S:7][CH2:8][CH2:9][CH2:10][NH2:11])[n:3][cH:4][cH:5]1>>[s:1]1[c:2]([CH2:6][S:7][CH2:8][CH2:9][CH2:10][N:11]=[C:15]([NH:14][C:12]#[N:13])[NH:23][CH2:20][C:21]#[CH:22])[n:3][cH:4][cH:5]1.